Dataset: the Open Reaction Database (ORD), a public repository of structured organic reaction records. Task: describe an organic reaction: reactants, conditions, products, and yield Reactants: O.O.[Cr](=O)(=O)([O-])O[Cr](=O)(=O)[O-].[Na+].[Na+] (sodium dichromate dihydrate), S(O)(O)(=O)=O (sulfuric acid), O (water), OC1CCC(CC1)C(C(=O)OC)C(=O)OC (dimethyl (4-hydroxycyclohexyl)malonate). Solvent: C(C)OCC (diethyl ether). Reaction conditions: time 4 hour. The product is O=C1CCC(CC1)C(C(=O)OC)C(=O)OC (dimethyl (4-oxocyclohexyl)malonate). As a reaction SMILES: O.O.[Cr](O[Cr]([O-])(=O)=O)([O-])(=O)=O.[Na+].[Na+].S(=O)(=O)(O)O.O.[OH:20][CH:21]1[CH2:26][CH2:25][CH:24]([CH:27]([C:32]([O:34][CH3:35])=[O:33])[C:28]([O:30][CH3:31])=[O:29])[CH2:23][CH2:22]1>C(OCC)C>[O:20]=[C:21]1[CH2:26][CH2:25][CH:24]([CH:27]([C:28]([O:30][CH3:31])=[O:29])[C:32]([O:34][CH3:35])=[O:33])[CH2:23][CH2:22]1 |f:0.1.2.3.4|. Reported procedure: At 5° C., a mixture of 22.7 g of sodium dichromate dihydrate, 17 ml of concentrated sulfuric acid and 113 ml of water was added dropwise to a solution of 47.7 g of dimethyl (4-hydroxycyclohexyl)malonate in 250 ml of diethyl ether. The mixture was stirred at room temperature for 4 hours, the organic phase was separated off and the aqueous phase was once more extracted with diethyl ether. The combined organic phases were dried and concentrated to give the title product as a yellow oil which was us... Starting materials: O.C1(=CC=C(C=C1)S(=O)(=O)O)C (p-toluenesulfonic acid monohydrate), C(C)(C)(C)C=1C=C(C=C(C1O)C(C)(C)C)C(C1C(N(OCC1)CC)=O)O (dihydro-4-[(3,5-di-tert-butyl-4-hydroxyphenyl)hydroxymethyl]-2-ethyl-2H-1,2-oxazin-3(4H)-one). The solvent is C1=CC=CC=C1 (benzene). The product is C(C)(C)(C)C=1C=C(C=C2C(N(OCC2)CC)=O)C=C(C1O)C(C)(C)C (dihydro-4-(3,5-di-tert-butyl-4-hydroxybenzylidene)-2-ethyl-2H-1,2-oxazin-3(4H)-one). Isolated yield 45.2%. Reaction SMILES: [C:1]([C:5]1[CH:6]=[C:7]([CH:16](O)[CH:17]2[CH2:22][CH2:21][O:20][N:19]([CH2:23][CH3:24])[C:18]2=[O:25])[CH:8]=[C:9]([C:12]([CH3:15])([CH3:14])[CH3:13])[C:10]=1[OH:11])([CH3:4])([CH3:3])[CH3:2].O.C1(C)C=CC(S(O)(=O)=O)=CC=1>C1C=CC=CC=1>[C:1]([C:5]1[CH:6]=[C:7]([CH:8]=[C:9]([C:12]([CH3:13])([CH3:15])[CH3:14])[C:10]=1[OH:11])[CH:16]=[C:17]1[CH2:22][CH2:21][O:20][N:19]([CH2:23][CH3:24])[C:18]1=[O:25])([CH3:4])([CH3:2])[CH3:3] |f:1.2|. Reported procedure: The dihydro-4-[(3,5-di-tert-butyl-4-hydroxyphenyl)hydroxymethyl]-2-ethyl-2H-1,2-oxazin-3(4H)-one (15 g, 41 mmol) obtained according to Step B was added to 100 ml of benzene and 0.4 g of p-toluenesulfonic acid monohydrate and refluxed for 13 hours. The mixture was concentrated to a solid, taken up in 150 ml of methylene chloride, washed with dilute sodium bicarbonate solution, dried over anhydrous magnesium sulfate and concentrated to a brown solid (14.1 g) which was recrystallized from acetone t... Starting materials: BrC1=CC=C(C=C1)/C=C/[C@@H]1[C@H]([C@@H]2[C@@H](OC(O2)(C)C)O1)CC(=O)OCC (ethyl {(3aR,5R,6R,6aR)-5-[(E)-2-(4-bromophenyl)vinyl]-2,2-dimethyltetrahydrofuro[2,3-d][1,3]dioxol-6-yl}acetate), ClC1=CC=C(C=C1)B(O)O ((4-chlorophenyl)boronic acid), C([O-])([O-])=O.[K+].[K+] (potassium carbonate), C(C)(=O)OCC (Ethyl acetate). The reagents and catalysts are C=1C=CC(=CC1)[P](C=2C=CC=CC2)(C=3C=CC=CC3)[Pd]([P](C=4C=CC=CC4)(C=5C=CC=CC5)C=6C=CC=CC6)([P](C=7C=CC=CC7)(C=8C=CC=CC8)C=9C=CC=CC9)[P](C=1C=CC=CC1)(C=1C=CC=CC1)C=1C=CC=CC1 (tetrakistriphenylphosphinepalladium). The solvent is CN(C=O)C (dimethylformamide), O (water). Reaction conditions: temperature 110 celsius. Product: ClC1=CC=C(C=C1)C1=CC=C(C=C1)/C=C/[C@@H]1[C@H]([C@@H]2[C@@H](OC(O2)(C)C)O1)CC(=O)OCC (ethyl {(3aR,5R,6R,6aR)-5-[(E)-2-(4′-chlorobiphenyl-4-yl)vinyl]-2,2-dimethyltetrahydrofuro[2,3-d][1,3]dioxol-6-yl}acetate). As a reaction SMILES: Br[C:2]1[CH:7]=[CH:6][C:5](/[CH:8]=[CH:9]/[C@H:10]2[O:19][C@@H:13]3[O:14][C:15]([CH3:18])([CH3:17])[O:16][C@@H:12]3[C@@H:11]2[CH2:20][C:21]([O:23][CH2:24][CH3:25])=[O:22])=[CH:4][CH:3]=1.[Cl:26][C:27]1[CH:32]=[CH:31][C:30](B(O)O)=[CH:29][CH:28]=1.C(=O)([O-])[O-].[K+].[K+].C(OCC)(=O)C>CN(C)C=O.C1C=CC([P]([Pd]([P](C2C=CC=CC=2)(C2C=CC=CC=2)C2C=CC=CC=2)([P](C2C=CC=CC=2)(C2C=CC=CC=2)C2C=CC=CC=2)[P](C2C=CC=CC=2)(C2C=CC=CC=2)C2C=CC=CC=2)(C2C=CC=CC=2)C2C=CC=CC=2)=CC=1.O>[Cl:26][C:27]1[CH:32]=[CH:31][C:30]([C:2]2[CH:7]=[CH:6][C:5](/[CH:8]=[CH:9]/[C@H:10]3[O:19][C@@H:13]4[O:14][C:15]([CH3:18])([CH3:17])[O:16][C@@H:12]4[C@@H:11]3[CH2:20][C:21]([O:23][CH2:24][CH3:25])=[O:22])=[CH:4][CH:3]=2)=[CH:29][CH:28]=1 |f:2.3.4,^1:56,58,77,96|. Reported procedure: A mixture of the compound obtained from step f above (1.0 g) (4-chlorophenyl)boronic acid (0.76 g), tetrakis(triphenylphosphine)palladium (0) (0.14 g), and potassium carbonate (1.0 g) in dry dimethylformamide (10 mL) was heated at 110° C. for 4 hours. Ethyl acetate and water were added to the reaction mixture. The organic layer was separated, washed with water and brine solution, and dried over anhydrous sodium sulphate. The solvent was evaporated under reduced pressure to obtain a residue which... Product: ClC=1C=C2C(=NNC2=CC1)CC(=O)O (5-chloro-1H-indazole-3-acetic acid). Starting materials: N(=O)[O-].[Na+] (sodium nitrite), NC1=C(C=CC(=O)O)C=C(C=C1)Cl (2 -amino-5-chlorocinnamic acid), Cl (hydrochloric acid), S(=O)([O-])[O-].[Na+].[Na+] (sodium sulfite). The solvent is O (water), O (water), O (water). Reaction SMILES: [NH2:1][C:2]1[CH:12]=[CH:11][C:10]([Cl:13])=[CH:9][C:3]=1[CH:4]=[CH:5][C:6]([OH:8])=[O:7].Cl.[N:15]([O-])=O.[Na+].S([O-])([O-])=O.[Na+].[Na+]>O>[Cl:13][C:10]1[CH:9]=[C:3]2[C:2](=[CH:12][CH:11]=1)[NH:1][N:15]=[C:4]2[CH2:5][C:6]([OH:8])=[O:7] |f:2.3,4.5.6|. Run at time 30 minute. Procedure details: To a suspension of 2 -amino-5-chlorocinnamic acid (3.0 g) in water (35 ml), there is added conc. hydrochloric acid (11 ml). To the resulting solution cooled with ice, a solution of sodium nitrite (1.0 g) in water (2 ml) is dropwise added while stirring, and stirring is continued for 30 minutes. Anhydrous sodium sulfite (5.0 g) is portionwise added thereto. After stirring at room temperature for 1 hour, the resulting mixture is admixed with water (100 ml) and heated on an oil bath for 0.5 to 1 ho... Yield: 22.9%. Starting materials: C(C1=CC=CC=C1)ONC(CCCCCCCBr)=O (8-bromo-octanoic acid benzyloxyamide), N1C(C2=C3C(C=CC=C13)=CC=C2)=O (benzo[cd]indol-2(1H)-one), C([O-])([O-])=O.[K+].[K+] (potassium carbonate). Yields the product C(C1=CC=CC=C1)ONC(CCCCCCCN1C(C2=C3C(C=CC=C13)=CC=C2)=O)=O (8-(2-oxo-2H-benzo[cd]indol-1-yl)-octanoic acid benzyloxyamide). Reaction SMILES: [CH2:1]([O:8][NH:9][C:10](=[O:19])[CH2:11][CH2:12][CH2:13][CH2:14][CH2:15][CH2:16][CH2:17]Br)[C:2]1[CH:7]=[CH:6][CH:5]=[CH:4][CH:3]=1.[NH:20]1[C:28]2[C:23]3[C:24](=[CH:29][CH:30]=[CH:31][C:22]=3[C:21]1=[O:32])[CH:25]=[CH:26][CH:27]=2.C(=O)([O-])[O-].[K+].[K+]>>[CH2:1]([O:8][NH:9][C:10](=[O:19])[CH2:11][CH2:12][CH2:13][CH2:14][CH2:15][CH2:16][CH2:17][N:20]1[C:28]2[C:23]3[C:24](=[CH:29][CH:30]=[CH:31][C:22]=3[C:21]1=[O:32])[CH:25]=[CH:26][CH:27]=2)[C:2]1[CH:7]=[CH:6][CH:5]=[CH:4][CH:3]=1 |f:2.3.4|. Reported procedure: In a manner analogous to that of example 1(b), 8-bromo-octanoic acid benzyloxyamide 0.49 g, 1.5 mmol) was reacted with benzo[cd]indol-2(1H)-one (0.25 g, 1.5 mmol) in the presence of potassium carbonate (0.2 g, 1.4 mmol) to give 8-(2-oxo-2H-benzo[cd]indol-1-yl)-octanoic acid benzyloxyamide as an amorphous solid (yield 0.12 g, 19%; purified by column chromatography using silica gel and ethyl acetate:heptane=1:1 as an eluent). MS (M+H+)=417. RXN SMILES: [OH:1][C@@H:2]([C@H:4]1[C:25](=[O:26])[N:6]2[C@@H:7]([C:12]([O:14][CH2:15][C:16]3[CH:21]=[CH:20][C:19]([N+:22]([O-:24])=[O:23])=[CH:18][CH:17]=3)=[O:13])[C:8](=O)[C@H:9]([CH3:10])[C@H:5]12)[CH3:3].[C:27]([C:30]1[N:37]2[C:33]([S:34][C:35]([Sn](CCCC)(CCCC)CCCC)=[CH:36]2)=[C:32]([C:51]([C:53]2[CH:54]=[N:55][CH:56]=[CH:57][CH:58]=2)=[O:52])[N:31]=1)(=[O:29])[CH3:28]>>[C:27]([C:30]1[N:37]2[C:33]([S:34][C:35]([C:8]3[C@H:9]([CH3:10])[C@@H:5]4[C@@H:4]([C@H:2]([OH:1])[CH3:3])[C:25](=[O:26])[N:6]4[C:7]=3[C:12]([O:14][CH2:15][C:16]3[CH:21]=[CH:20][C:19]([N+:22]([O-:24])=[O:23])=[CH:18][CH:17]=3)=[O:13])=[CH:36]2)=[C:32]([C:51]([C:53]2[CH:54]=[N:55][CH:56]=[CH:57][CH:58]=2)=[O:52])[N:31]=1)(=[O:29])[CH3:28]. The reactants are O[C@H](C)[C@@H]1[C@@H]2N([C@H](C([C@@H]2C)=O)C(=O)OCC2=CC=C(C=C2)[N+](=O)[O-])C1=O (4-nitrobenzyl (1R,3R,5R,6S)-6-((1R)-1-hydroxyethyl)-1-methyl-2-oxo-1-carbapenam-3-carboxylate), C(C)(=O)C1=NC(=C2SC(=CN21)[Sn](CCCC)(CCCC)CCCC)C(=O)C=2C=NC=CC2 (5-acetyl-7(pyridin-3-yl)carbonyl-2-(tri-n-butylstannyl)imidazo-[5,1-b]thiazole). Reported procedure: 4-Nitrobenzyl (1S,5R,6S)-2-[5-acetyl-7-(pyridin-3-yl)carbonylimidazo[5,1-b]thiazol-2-yl]-6-((1R)-1-hydroxyethyl)-1-methyl-1-carbapen-2-em-3-carboxylate (112 mg) was prepared in the same manner as in step a) of Example 1, except that 269 mg of 4-nitrobenzyl (1R,3R,5R,6S)-6-((1R)-1-hydroxyethyl)-1-methyl-2-oxo-1-carbapenam-3-carboxylate and 437 mg of 5-acetyl-7(pyridin-3-yl)carbonyl-2-(tri-n-butylstannyl)imidazo-[5,1-b]thiazole were used as the starting compounds. The yield is 24.5%. Product: C(C)(=O)C1=NC(=C2SC(=CN21)C=2[C@@H]([C@H]1N(C2C(=O)OCC2=CC=C(C=C2)[N+](=O)[O-])C([C@@H]1[C@@H](C)O)=O)C)C(=O)C=1C=NC=CC1 (4-Nitrobenzyl (1S,5R,6S)-2-[5-acetyl-7-(pyridin-3-yl)carbonylimidazo[5,1-b]thiazol-2-yl]-6-((1R)-1-hydroxyethyl)-1-methyl-1-carbapen-2-em-3-carboxylate). The reactants are C(C1=CC=CC=C1)(=O)O (benzoic acid), OC1=CC=C(C=C1)C(C(F)(F)F)(C(F)(F)F)C1=CC=C(C=C1)O (2,2-bis(4-hydroxyphenyl)-1,1,1,3,3,3-hexafluoropropane). Product: FC(CC(F)(F)F)(F)F (1,1,1,3,3,3-hexafluoropropane). The yield is 89.0%. Reaction SMILES: C(O)(=O)C1C=CC=CC=1.OC1C=CC([C:17](C2C=CC(O)=CC=2)([C:22]([F:25])([F:24])[F:23])[C:18]([F:21])([F:20])[F:19])=CC=1>>[F:19][C:18]([F:21])([F:20])[CH2:17][C:22]([F:25])([F:24])[F:23]. Procedure: A reaction was conducted as described in Example 6 except that benzoic acid was replaced with 105 mmol of 2,2-bis(4-hydroxyphenyl)-1,1,1,3,3,3-hexafluoropropane and the amount of PGE was 200 mmol. Desired 2,2-bis[4-(2-hydroxy-3-phenoxypropyloxy)phenyl[-1,1,1,3,3,3-hexafluoropropane was formed in analytical yield of 89% and isolated in a yield of 83%.